Dataset: the Open Reaction Database (ORD), a public repository of structured organic reaction records. Task: describe an organic reaction: reactants, conditions, products, and yield Starting materials: CC=1C=C2C(N(C(C2=CC1C)=O)C=1C=NC=CC1)=O (5,6-dimethyl-2-(3-pyridyl)isoindolin-1,3-dione), O (water), [BH4-].[Na+] (sodium borohydride). Run in CO (methanol), O1CCCC1 (tetrahydrofuran). Yields the product CC=1C=C2C(N(C(C2=CC1C)=O)C=1C=NC=CC1)O (5,6-dimethyl-3-hydroxy-2-(3-pyridyl)isoindolin-1-one). The yield is 78.7%. As a reaction SMILES: [CH3:1][C:2]1[CH:3]=[C:4]2[C:8](=[CH:9][C:10]=1[CH3:11])[C:7](=[O:12])[N:6]([C:13]1[CH:14]=[N:15][CH:16]=[CH:17][CH:18]=1)[C:5]2=[O:19].[BH4-].[Na+].O>CO.O1CCCC1>[CH3:11][C:10]1[CH:9]=[C:8]2[C:4](=[CH:3][C:2]=1[CH3:1])[C:5](=[O:19])[N:6]([C:13]1[CH:14]=[N:15][CH:16]=[CH:17][CH:18]=1)[CH:7]2[OH:12] |f:1.2|. Reported procedure: The product of above-mentioned (7-a) (0.50 g, 2.0 mmol) was suspended in methanol (10 ml) and tetrahydrofuran (10 ml), and sodium borohydride (75 mg, 2.0 mmol) was added by portions thereto with stirring under ice cooling, followed by stirring at the same temperature for 30 minutes. To the reaction solution was added water, and the precipitated crystals were collected by filtration, washed with water, followed by drying to give 0.40 g of 5,6-dimethyl-3-hydroxy-2-(3-pyridyl)isoindolin-1-one. Starting materials: FC1=C(C(=O)O)C(=CC=C1)F (2,6-difluorobenzoic acid), S(=O)(Cl)Cl (thionyl chloride). The reagents and catalysts are CN(C)C=O (DMF). Solvent: ClCCl (dichloromethane). Yields the product FC1=C(C(=O)Cl)C(=CC=C1)F (2,6-difluorobenzoyl chloride). Isolated yield 76.9%. Reaction SMILES: [F:1][C:2]1[CH:10]=[CH:9][CH:8]=[C:7]([F:11])[C:3]=1[C:4](O)=[O:5].S(Cl)([Cl:14])=O>CN(C=O)C.ClCCl>[F:1][C:2]1[CH:10]=[CH:9][CH:8]=[C:7]([F:11])[C:3]=1[C:4]([Cl:14])=[O:5]. Procedure: A mixture of 2,6-difluorobenzoic acid (10 g, 63.3 mmol) and DMF (3 drops) in dichloromethane (150 ml) was treated with thionyl chloride (23 ml, 316.5 mmol). The mixture was heated at reflux overnight. The solvent was removed in vacuo and the residue azeotroped (toluene 3×50 ml) to give 2,6-difluorobenzoyl chloride as an oil (8.59 g, 77%). N Boc-L4-aminophenylalanine methyl ester (100.92 g, 40.6 mmol) and NMM (5.3 ml, 48.7 mmol) were added to a solution of the above acid chloride in DMF (50 nm). ... Reactants: ClC1=NC=CC(=N1)C1=CC(=CC=C1)OC(C)C (2-Chloro-4-(3-isopropoxy-phenyl)-pyrimidine), NCCC1=CC(=C(C=C1)O)OC (4-(2-Amino-ethyl)-2-methoxy-phenol), 380. Product: C(C)(C)OC=1C=C(C=CC1)C1=NC(=NC=C1)NCCC1=CC(=C(C=C1)O)OC (4-{2-[4-(3-Isopropoxy-phenyl)-pyrimidin-2-ylamino]-ethyl}-2-methoxy-phenol). RXN SMILES: Cl[C:2]1[N:7]=[C:6]([C:8]2[CH:13]=[CH:12][CH:11]=[C:10]([O:14][CH:15]([CH3:17])[CH3:16])[CH:9]=2)[CH:5]=[CH:4][N:3]=1.[NH2:18][CH2:19][CH2:20][C:21]1[CH:26]=[CH:25][C:24]([OH:27])=[C:23]([O:28][CH3:29])[CH:22]=1>>[CH:15]([O:14][C:10]1[CH:9]=[C:8]([C:6]2[CH:5]=[CH:4][N:3]=[C:2]([NH:18][CH2:19][CH2:20][C:21]3[CH:26]=[CH:25][C:24]([OH:27])=[C:23]([O:28][CH3:29])[CH:22]=3)[N:7]=2)[CH:13]=[CH:12][CH:11]=1)([CH3:17])[CH3:16]. Reported procedure: Intermediate 45 was coupled with 4-(2-Amino-ethyl)-2-methoxy-phenol following procedure F. LC-MS showed the product had the expected M+H+ of 380. 1H NMR (Varian 300 MHz, CDCl3, shifts relative to the solvent peak at 7.24 ppm) δ 8.3 (m, 1H) 7.6 (m, 2H) 7.36 (m, 1H) 6.9 (m, 2H) 6.83 (m, 1H) 6.72 (m, 2H) 5.5 (m, 1H) 4.62 (m, 1H) 3.75 (s, 3H) 3.7 (m, 2H) 2.88 (m, 2H) 1.32 (d, 6H). Reactants: O=C([O-])[O-], COC(=O)c1ccc(-c2ccccc2)cc1NC(=O)c1cc(OC(C)=O)ccc1OCc1ccccc1, CC(C)=O, CO, ClC(Cl)Cl, [K+], [K+]. Product: COC(=O)c1ccc(-c2ccccc2)cc1NC(=O)c1cc(O)ccc1OCc1ccccc1. RXN SMILES: [C:1](=[O:2])([O-:3])[O-:4].[C:7](=[O:8])([CH3:9])[O:10][c:11]1[cH:12][cH:13][c:14]([O:36][CH2:37][c:38]2[cH:39][cH:40][cH:41][cH:42][cH:43]2)[c:15]([C:16](=[O:17])[NH:18][c:19]2[c:20]([C:21](=[O:22])[O:23][CH3:24])[cH:25][cH:26][c:27](-[c:29]3[cH:30][cH:31][cH:32][cH:33][cH:34]3)[cH:28]2)[cH:35]1.[CH3:44][C:45](=[O:46])[CH3:47].[CH3:52][OH:53].[CH:48]([Cl:49])([Cl:50])[Cl:51].[K+:5].[K+:6]>>[OH:10][c:11]1[cH:12][cH:13][c:14]([O:36][CH2:37][c:38]2[cH:39][cH:40][cH:41][cH:42][cH:43]2)[c:15]([C:16](=[O:17])[NH:18][c:19]2[c:20]([C:21](=[O:22])[O:23][CH3:24])[cH:25][cH:26][c:27](-[c:29]3[cH:30][cH:31][cH:32][cH:33][cH:34]3)[cH:28]2)[cH:35]1. The reactants are FC1=CC2=C(C=3N(CCO2)C=C(N3)C(=O)N)C=C1C#CC(C)(O)C1=NOC(=C1)C=O (9-fluoro-10-(3-(5-formylisoxazole-3-yl)-3-hydroxybut-1-yn-1-yl)-5,6-dihydrobenzo[f]imidazo[1,2-d][1,4]oxazepine-2-carboxamide), C[Si](C)(C)[N-][Si](C)(C)C.[K+] (KHMDS), O (Water), NH4HCO3, CC#N (CH3CN), CC#N (CH3CN). The solvent is O1CCCC1 (tetrahydrofuran), C1(=CC=CC=C1)C (toluene), O1CCCC1 (tetrahydrofuran). Run at temperature 0 celsius, time 30 minute. The product is FC1=CC2=C(C=3N(CCO2)C=C(N3)C(=O)N)C=C1C#CC(C)(C1=NOC(=C1)C=C)O ((±)-9-fluoro-10-(3-hydroxy-3-(5-vinylisoxazol-3-yl)but-1-yn-1-yl)-5,6-dihydrobenzo[f]imidazo[1,2-d][1,4]oxazepine-2-carboxamide). Isolated yield 10.0%. Reaction SMILES: C[Si]([N-][Si](C)(C)C)(C)C.[K+].[F:11][C:12]1[C:28]([C:29]#[C:30][C:31]([C:34]2[CH:38]=[C:37]([CH:39]=O)[O:36][N:35]=2)([OH:33])[CH3:32])=[CH:27][C:15]2[C:16]3[N:17]([CH:21]=[C:22]([C:24]([NH2:26])=[O:25])[N:23]=3)[CH2:18][CH2:19][O:20][C:14]=2[CH:13]=1.O.[CH3:42]C#N>C1(C)C=CC=CC=1.O1CCCC1>[F:11][C:12]1[C:28]([C:29]#[C:30][C:31]([OH:33])([C:34]2[CH:38]=[C:37]([CH:39]=[CH2:42])[O:36][N:35]=2)[CH3:32])=[CH:27][C:15]2[C:16]3[N:17]([CH:21]=[C:22]([C:24]([NH2:26])=[O:25])[N:23]=3)[CH2:18][CH2:19][O:20][C:14]=2[CH:13]=1 |f:0.1|. Procedure details: A solution of KHMDS (0.9 mL, 3.20 equiv) in toluene (0.5M) was added dropwise to a stirred solution of Ph3PCH3I (180 mg, 3.02 equiv) in tetrahydrofuran (3 mL) at 0° C. and the resulting mixture was stirred at 0° C. for 30 min. To this was added a solution of 9-fluoro-10-(3-(5-formylisoxazole-3-yl)-3-hydroxybut-1-yn-1-yl)-5,6-dihydrobenzo[f]imidazo[1,2-d][1,4]oxazepine-2-carboxamide (60 mg, 0.15 mmol, 1.00 equiv) in tetrahydrofuran (0.2 mL) dropwise at 0° C. The resulting solution was stirred for... The reactants are C1(CC1)C=1C(=NOC1C1CC(C1)CC(C)(C)C)C(CC(=O)[O-])CCC(=O)OC (6-Methyl 3-{4-cyclopropyl-5-[3-(2,2-dimethylpropyl)cyclobutyl]isoxazol-3-yl}adipate), ClC1=CC(=C(C=C1)N)C (4-chloro-2-methylphenylamine), CCN=C=NCCCN(C)C.Cl (WSC.HCl), C([O-])(O)=O.[Na+] (sodium bicarbonate), C=1C=CC2=C(C1)N=NN2O (HOBt). Run in CN(C)C=O (DMF), O (H2O). The product is ClC1=CC(=C(C=C1)NC(=O)CC(CCC(=O)OC)C1=NOC(=C1C1CC1)C1CC(C1)CC(C)(C)C)C (Methyl 5-(4-chloro-2-methylphenylcarbamoyl)-4-{4-cyclopropyl-5-[3-(2,2-dimethylpropyl)cyclobutyl]isoxazol-3-yl}valerate). The yield is 55.2%. RXN SMILES: [CH:1]1([C:4]2[C:5]([CH:18]([CH2:23][CH2:24][C:25]([O:27][CH3:28])=[O:26])[CH2:19][C:20]([O-])=[O:21])=[N:6][O:7][C:8]=2[CH:9]2[CH2:12][CH:11]([CH2:13][C:14]([CH3:17])([CH3:16])[CH3:15])[CH2:10]2)[CH2:3][CH2:2]1.[Cl:29][C:30]1[CH:35]=[CH:34][C:33]([NH2:36])=[C:32]([CH3:37])[CH:31]=1.C1C=CC2N(O)N=NC=2C=1.CCN=C=NCCCN(C)C.Cl.C(=O)(O)[O-].[Na+]>O.CN(C=O)C>[Cl:29][C:30]1[CH:35]=[CH:34][C:33]([NH:36][C:20]([CH2:19][CH:18]([C:5]2[C:4]([CH:1]3[CH2:3][CH2:2]3)=[C:8]([CH:9]3[CH2:12][CH:11]([CH2:13][C:14]([CH3:17])([CH3:15])[CH3:16])[CH2:10]3)[O:7][N:6]=2)[CH2:23][CH2:24][C:25]([O:27][CH3:28])=[O:26])=[O:21])=[C:32]([CH3:37])[CH:31]=1 |f:3.4,5.6|. Procedure details: 6-Methyl 3-{4-cyclopropyl-5-[3-(2,2-dimethylpropyl)cyclobutyl]isoxazol-3-yl}adipate (100 mg), 4-chloro-2-methylphenylamine (43.5 mg) and DMF (1 mL) were mixed. To the mixture were added HOBt.H2O (47 mg) and WSC.HCl (58.8 mg) at ice temperature. The mixture was stirred at RT, and further stirred at 70° C. To the reaction mixture was added saturated aqueous sodium bicarbonate at ice temperature. The mixture was extracted with ethyl acetate. The organic layer was washed with water and brine, then d...